Task: describe an organic reaction: reactants, conditions, products, and yield. Dataset: the Open Reaction Database (ORD), a public repository of structured organic reaction records The reactants are [Na+], [OH-], O=[N+]([O-])O, Oc1ccnc2ccccc12, O=S(=O)(O)O. The product is O=[N+]([O-])c1cccc2c(O)ccnc12. As a reaction SMILES: [Na+:17].[OH-:16].[OH:12][N+:13]([O-:14])=[O:15].[OH:1][c:2]1[cH:3][cH:4][n:5][c:6]2[cH:7][cH:8][cH:9][cH:10][c:11]12.[S:18](=[O:19])(=[O:20])([OH:21])[OH:22]>>[OH:1][c:2]1[cH:3][cH:4][n:5][c:6]2[c:7]([N+:13](=[O:12])[O-:14])[cH:8][cH:9][cH:10][c:11]12. Starting materials: imine, C(C)(=O)O[BH-](OC(C)=O)OC(C)=O.[Na+] (Sodium triacetoxyborohydride), ClC1=C(C=CC=C1)N1C(=NC2=CC=C(C=C2C1=O)F)C=O (3-(2-chloro-phenyl)-6-fluoro-3,4-dihydro-quinazolin-4-one-2-carboxaldehyde), NC=1C=C(C#N)C=CC1 (3-aminobenzonitrile), S(=O)(=O)([O-])[O-].[Na+].[Na+] (sodium sulfate), C([O-])(O)=O (bicarbonate). The solvent is C(C)(=O)OCC.CCCCCC (ethyl acetate hexane), C(C)(=O)O (acetic acid). Run at time 8 hour. Yields the product ClC1=C(C=CC=C1)N1C(=NC2=CC=C(C=C2C1=O)F)CNC=1C=C(C#N)C=CC1 (3-{[3-(2-chloro-phenyl)-6-fluoro-4-oxo-3,4-dihydro-quinazolin-2-ylmethyl]-amino}-benzonitrile). Yield: 78.2%. As a reaction SMILES: [Cl:1][C:2]1[CH:7]=[CH:6][CH:5]=[CH:4][C:3]=1[N:8]1[C:17](=[O:18])[C:16]2[C:11](=[CH:12][CH:13]=[C:14]([F:19])[CH:15]=2)[N:10]=[C:9]1[CH:20]=O.[NH2:22][C:23]1[CH:24]=[C:25]([CH:28]=[CH:29][CH:30]=1)[C:26]#[N:27].S([O-])([O-])(=O)=O.[Na+].[Na+].C(O[BH-](OC(=O)C)OC(=O)C)(=O)C.[Na+].C(=O)(O)[O-]>C(OCC)(=O)C.CCCCCC.C(O)(=O)C>[Cl:1][C:2]1[CH:7]=[CH:6][CH:5]=[CH:4][C:3]=1[N:8]1[C:17](=[O:18])[C:16]2[C:11](=[CH:12][CH:13]=[C:14]([F:19])[CH:15]=2)[N:10]=[C:9]1[CH2:20][NH:22][C:23]1[CH:24]=[C:25]([CH:28]=[CH:29][CH:30]=1)[C:26]#[N:27] |f:2.3.4,5.6,8.9|. Procedure: A mixture of 3-(2-chloro-phenyl)-6-fluoro-3,4-dihydro-quinazolin-4-one-2-carboxaldehyde (0.150 g, 0.50 mmol), glacial acetic acid (10 mL), 3-aminobenzonitrile (0.050 g, 0.42 mmol), and anhydrous sodium sulfate (0.71 g, 5 mmol) was stirred at ambient temperature overnight. Tlc indicated that the imine had formed (Rf=0.43 on silica gel tic developed with 30% ethyl acetate/hexane, UV detection). Sodium triacetoxyborohydride (0.267 g, 1.26 mmol) was added and the reaction was allowed to stir over th...